Dataset: the Open Reaction Database (ORD), a public repository of structured organic reaction records. Task: describe an organic reaction: reactants, conditions, products, and yield Starting materials: C#CC(=O)OCC, CCO, COc1ccccc1N. The product is CCOC(=O)C=CNc1ccccc1OC. Reaction SMILES: [CH3:10][CH2:11][O:12][C:13](=[O:14])[C:15]#[CH:16].[CH3:17][CH2:18][OH:19].[CH3:1][O:2][c:3]1[c:4]([NH2:9])[cH:5][cH:6][cH:7][cH:8]1>>[CH3:1][O:2][c:3]1[c:4]([NH:9][CH:16]=[CH:15][C:13]([O:12][CH2:11][CH3:10])=[O:14])[cH:5][cH:6][cH:7][cH:8]1. Reactants: ClCC(=O)C1=CC=CC=C1 (2-Chloroacetophenone), C1(=CC=CC=C1)S(=O)(=O)C (Methyl phenyl sulphone), C(C)[Mg]Br (ethylmagnesium bromide), Cl (hydrochloric acid), [Cl-].[NH4+] (ammonium chloride). Run in C1CCOC1 (THF), CCOCC (ether), C1CCOC1 (THF). Reaction conditions: temperature -50 celsius, time 1 hour. Product: ClCC(CS(=O)(=O)C1=CC=CC=C1)(O)C1=CC=CC=C1 (1-chloro-2-phenyl-3-phenylsulphonyl-2-propanol). Isolated yield 26.1%. RXN SMILES: [C:1]1([S:7]([CH3:10])(=[O:9])=[O:8])[CH:6]=[CH:5][CH:4]=[CH:3][CH:2]=1.C([Mg]Br)C.[Cl:15][CH2:16][C:17]([C:19]1[CH:24]=[CH:23][CH:22]=[CH:21][CH:20]=1)=[O:18].Cl.[Cl-].[NH4+]>C1COCC1.CCOCC>[Cl:15][CH2:16][C:17]([C:19]1[CH:24]=[CH:23][CH:22]=[CH:21][CH:20]=1)([OH:18])[CH2:10][S:7]([C:1]1[CH:6]=[CH:5][CH:4]=[CH:3][CH:2]=1)(=[O:9])=[O:8] |f:4.5|. Reported procedure: Methyl phenyl sulphone (12.5 g, 0.08 mole) dissolved in THF (150 cc) is added at ambient temperature to a molar solution (100 cc) of ethylmagnesium bromide. The mixture is stirred for 1 h and then cooled to -50° C. 2-Chloroacetophenone (12.5 g, 0.08 mole) dissolved in THF (150 cc) is run in and stirred for 2 h at -20° C. The mixture is poured into normal hydrochloric acid (200 cc) and ammonium chloride (6 g). It is reextracted with ether (3×50 cc), washed until neutral and dried over MgSO4. The ...